This data is from the Open Reaction Database (ORD), a public repository of structured organic reaction records. The task is: describe an organic reaction: reactants, conditions, products, and yield Reactants: O=C(C(C)C(OC)=O)C1CC1. Reagents/catalysts: C[Si](C)(C)N([Na])[Si](C)(C)C. The solvent is C1CCOC1, CC1=CC=C(C=C1)S(=O)(=O)OS(=O)(=O)C2=CC=C(C=C2)C, C1CCOC1, C1CCOC1, O. Conditions: temperature -78 celsius, time 20 minute. Product: COC(=O)/C(C)=C(/OS(=O)(=O)c1ccc(C)cc1)C1CC1, COC(/C(C)=C(C1CC1)\OS(=O)(c2ccc(C)cc2)=O)=O. Yield: 54.0%. Procedure details: To an oven-dried 1000 ml round bottomed flask equipped with a magnetic stir bar under N2
atmosphere was added methyl 3-cyclopropyl-2-methyl-3-oxopropanoate 2 (10.0 g, 64.0 mmol)
and THF (100 ml). The mixture was cooled to -78 °C and 1M NaHMDS solution (96.0 ml, 96.0
mmol) was added over 30 min, maintaining the internal temperature below -60 °C, followed by
a THF rinse (50 ml). The mixture was aged for 1 h at -78 °C and Ts2O (31.3 g, 96.0 mmol) in THF
(200 ml) was added over 1 h, maintaining the ... The reactants are O=C(c1ccc(Br)s1)N1CCCC1, CC1CCCN1CC1CCCN1C(=O)c1ccc(B2OC(C)(C)C(C)(C)O2)cc1F. Yields the product CC1CCCN1CC1CCCN1C(=O)c1ccc(-c2ccc(C(=O)N3CCCC3)s2)cc1F. As a reaction SMILES: [Br:31][c:32]1[cH:33][cH:34][c:35]([C:37](=[O:38])[N:39]2[CH2:40][CH2:41][CH2:42][CH2:43]2)[s:36]1.[F:1][c:2]1[c:3]([C:17](=[O:18])[N:19]2[CH:20]([CH2:24][N:25]3[CH:26]([CH3:30])[CH2:27][CH2:28][CH2:29]3)[CH2:21][CH2:22][CH2:23]2)[cH:4][cH:5][c:6]([B:8]2[O:9][C:10]([CH3:11])([CH3:12])[C:13]([CH3:14])([CH3:15])[O:16]2)[cH:7]1>>[F:1][c:2]1[c:3]([C:17](=[O:18])[N:19]2[CH:20]([CH2:24][N:25]3[CH:26]([CH3:30])[CH2:27][CH2:28][CH2:29]3)[CH2:21][CH2:22][CH2:23]2)[cH:4][cH:5][c:6](-[c:32]2[cH:33][cH:34][c:35]([C:37](=[O:38])[N:39]3[CH2:40][CH2:41][CH2:42][CH2:43]3)[s:36]2)[cH:7]1. The reactants are C(C1=CC=CC=C1)N1C(CNCC1)C1=NC(=CC(=N1)C1N(CCNC1)CC1=CC=CC=C1)NN (2,4-di(N-benzylpiperazinyl)-6-hydrazino pyrimidine). Reagents/catalysts: [Ni] (Ni). Solvent: CCOC(=O)C (EtOAc). Reaction conditions: time 16 hour. Product: C(C1=CC=CC=C1)N1C(CNCC1)C1=NC(=CC(=N1)C1N(CCNC1)CC1=CC=CC=C1)N (2,4-Di(N-benzylpiperazinyl)-6-aminopyrimidine). Isolated yield 94.4%. RXN SMILES: [CH2:1]([N:8]1[CH2:13][CH2:12][NH:11][CH2:10][CH:9]1[C:14]1[N:19]=[C:18]([CH:20]2[CH2:25][NH:24][CH2:23][CH2:22][N:21]2[CH2:26][C:27]2[CH:32]=[CH:31][CH:30]=[CH:29][CH:28]=2)[CH:17]=[C:16]([NH:33]N)[N:15]=1)[C:2]1[CH:7]=[CH:6][CH:5]=[CH:4][CH:3]=1>CCOC(C)=O.[Ni]>[CH2:1]([N:8]1[CH2:13][CH2:12][NH:11][CH2:10][CH:9]1[C:14]1[N:19]=[C:18]([CH:20]2[CH2:25][NH:24][CH2:23][CH2:22][N:21]2[CH2:26][C:27]2[CH:32]=[CH:31][CH:30]=[CH:29][CH:28]=2)[CH:17]=[C:16]([NH2:33])[N:15]=1)[C:2]1[CH:7]=[CH:6][CH:5]=[CH:4][CH:3]=1. Reported procedure: A suspension of 2,4-di(N-benzylpiperazinyl)-6-hydrazino pyrimidine (19.7 g, 43 mmol) and Raney Ni (5 g) in EtOAc (250 mL) was shaken in a Parr hydrogenator at 50 psi H2 for 16 hours. The resulting suspension was filtered through celite and the filtrate was concentrated to give 18 g (94%) of the title compound as a foam. 1H NMR (CDCl3) δ 2.47 (m, 8H, piperazine), 3.51 (m, 8H, piperazine), 3.77 (m, 4H, CH2), 4.30 (bs, 2H, NH2), 5.04 (s, 1H, C5H), 7.3 (m, 10H, Ar). Starting materials: ClC=1C=CC(=C(C1)O)CO (5-chloro-2-(hydroxymethyl)phenol), BrC(C)CC (2-bromobutane). The product is CC(CC)OC1=C(C=CC(=C1)Cl)CO ((2-butan-2-yloxy-4-chlorophenyl)methanol). Reaction SMILES: [Cl:1][C:2]1[CH:3]=[CH:4][C:5]([CH2:9][OH:10])=[C:6]([OH:8])[CH:7]=1.Br[CH:12]([CH2:14][CH3:15])[CH3:13]>>[CH3:13][CH:12]([O:8][C:6]1[CH:7]=[C:2]([Cl:1])[CH:3]=[CH:4][C:5]=1[CH2:9][OH:10])[CH2:14][CH3:15]. Procedure: The title compound was prepared from 5-chloro-2-(hydroxymethyl)phenol (PREPARATION 7) and 2-bromobutane according to the procedure for the preparation of Example 111, part A. 1H NMR (400 MHz, CDCl3): δ 0.98 (3H, t, J=7.6 Hz), 1.32 (3H, d, J=6.0 Hz), 1.65-1.79 (2H, m), 2.30 (1H, t, J=6.8 Hz), 4.32-4.40 (1H, m), 4.62 (2H, d, J=6.4 Hz), 6.85 (1H, d, J=1.6 Hz), 6.89 (1H, dd, J=1.6 Hz, 7.6 Hz), 7.19 (1H, d, J=8.4 Hz).